This data is from the Open Reaction Database (ORD), a public repository of structured organic reaction records. The task is: describe an organic reaction: reactants, conditions, products, and yield The reactants are COC(CNC([C@@H](NC(CNC(CNC(=O)OC(C)(C)C)=O)=O)C)=O)=O (t-Butyloxycarbonyl-glycyl-glycyl-alanyl-glycine Methyl Ester). The solvent is FC(C(=O)O)(F)F (trifluoroacetic acid). Product: tetrapeptide, NCC(=O)NCC(=O)N[C@@H](C)C(=O)NCC(=O)OC (H-Gly-Gly-Ala-Gly-OMe). Reaction SMILES: [CH3:1][O:2][C:3](=[O:26])[CH2:4][NH:5][C:6](=[O:25])[C@H:7]([CH3:24])[NH:8][C:9](=[O:23])[CH2:10][NH:11][C:12](=[O:22])[CH2:13][NH:14]C(OC(C)(C)C)=O>FC(F)(F)C(O)=O>[NH2:14][CH2:13][C:12]([NH:11][CH2:10][C:9]([NH:8][C@H:7]([C:6]([NH:5][CH2:4][C:3]([O:2][CH3:1])=[O:26])=[O:25])[CH3:24])=[O:23])=[O:22]. Procedure: A solution of Boc-Gly-Gly-Ala-Gly-OMe (2.0 g, 5.35 mmole, described in Example 4) in trifluoroacetic acid (25 ml) is stirred at 0° C for 1 hr. The solvent is evaporated, the residue triturated with ether, the solid collected and dried to give the tetrapeptide of formula H-Gly-Gly-Ala-Gly-OMe isolated as the trifluoroacetic acid addition salt. The reactants are O=C([O-])[O-], CN(C)C=O, CCOC(C)=O, [Cs+], [Cs+], COC(=O)c1ccc(F)cc1O, O=[N+]([O-])c1ccc(Cl)cn1. The product is COC(=O)c1ccc(F)cc1Oc1ccc([N+](=O)[O-])nc1. As a reaction SMILES: [C:23](=[O:24])([O-:25])[O-:26].[CH3:29][N:30]([CH3:31])[CH:32]=[O:33].[CH3:34][CH2:35][O:36][C:37](=[O:38])[CH3:39].[Cs+:27].[Cs+:28].[F:1][c:2]1[cH:3][c:4]([OH:12])[c:5]([C:6](=[O:7])[O:8][CH3:9])[cH:10][cH:11]1.[N+:13](=[O:14])([O-:15])[c:16]1[n:17][cH:18][c:19]([Cl:22])[cH:20][cH:21]1>>[F:1][c:2]1[cH:3][c:4]([O:12][c:19]2[cH:18][n:17][c:16]([N+:13](=[O:14])[O-:15])[cH:21][cH:20]2)[c:5]([C:6](=[O:7])[O:8][CH3:9])[cH:10][cH:11]1. The reactants are CC1=C(C(C(=C(C1=O)C)C)=O)CC1=CC=C(C=C1)CCC(=O)O (3-[4-(3,5,6-trimethyl-1,4-benzoquinon-2-ylmethyl)phenyl]propionic acid), C(C)(C)N (isopropylamine), Cl.C(C)N=C=NCCCN(C)C (1-ethyl-3-(3-dimethylaminopropyl)carbodiimide hydrochloride). Solvent: C(Cl)Cl (methylene chloride). Yields the product CC1=C(C(C(=C(C1=O)C)C)=O)CC1=CC=C(C=C1)CCC(=O)NC(C)C (N-[3-[4-(3,5,6-trimethyl-1,4-benzoquinon-2-ylmethyl)phenyl]propionyl]isopropylamine). Yield: 63.7%. As a reaction SMILES: [CH3:1][C:2]1[C:7](=[O:8])[C:6]([CH3:9])=[C:5]([CH3:10])[C:4](=[O:11])[C:3]=1[CH2:12][C:13]1[CH:18]=[CH:17][C:16]([CH2:19][CH2:20][C:21]([OH:23])=O)=[CH:15][CH:14]=1.[CH:24]([NH2:27])([CH3:26])[CH3:25].Cl.C(N=C=NCCCN(C)C)C>C(Cl)Cl>[CH3:1][C:2]1[C:7](=[O:8])[C:6]([CH3:9])=[C:5]([CH3:10])[C:4](=[O:11])[C:3]=1[CH2:12][C:13]1[CH:14]=[CH:15][C:16]([CH2:19][CH2:20][C:21]([NH:27][CH:24]([CH3:26])[CH3:25])=[O:23])=[CH:17][CH:18]=1 |f:2.3|. Procedure: 3-[4-(3,5,6-trimethyl-1,4-benzoquinon-2-ylmethyl)phenyl]propionic acid (25 mg, 0.08 mmol), isopropylamine (0.010 ml, 0.12 mmol), and 1-ethyl-3-(3-dimethylaminopropyl)carbodiimide hydrochloride (28 mg, 0.12 mmol) in dry methylene chloride (1 ml) were stirred at room temperature for 1 hour. The reaction mixture was concentrated under reduced pressure and was purified by a silica gel column chromatography (methylene chloride:ethyl acetate=4:1) to obtain the title compound (18 mg, 0.051 mmol, yield ... The reactants are O=C1CCCC1Cc1ccccc1, COc1ccccc1C=O, CO, [Na+], [OH-]. The product is COc1ccccc1C=C1CCC(Cc2ccccc2)C1=O. As a reaction SMILES: [CH2:1]([c:2]1[cH:3][cH:4][cH:5][cH:6][cH:7]1)[CH:8]1[C:9](=[O:13])[CH2:10][CH2:11][CH2:12]1.[CH3:14][O:15][c:16]1[c:17]([CH:18]=[O:19])[cH:20][cH:21][cH:22][cH:23]1.[CH3:26][OH:27].[Na+:25].[OH-:24]>>[CH2:1]([c:2]1[cH:3][cH:4][cH:5][cH:6][cH:7]1)[CH:8]1[C:9](=[O:13])[C:10](=[CH:18][c:17]2[c:16]([O:15][CH3:14])[cH:23][cH:22][cH:21][cH:20]2)[CH2:11][CH2:12]1. The reactants are CN1CCOCC1, O=C(CS(=O)(=O)Cl)OCC1c2ccccc2-c2ccccc21, ClCCl, COc1ccc(CCN2C(=O)N(N)CC2c2ccc(C3CC3)cc2)cc1, Cc1ccc(S(=O)(=O)O)cc1. The product is COc1ccc(CCN2C(=O)N(NS(=O)(=O)CC(=O)OCC3c4ccccc4-c4ccccc43)CC2c2ccc(C3CC3)cc2)cc1. As a reaction SMILES: [CH3:38][N:39]1[CH2:40][CH2:41][O:42][CH2:43][CH2:44]1.[Cl:45][S:46](=[O:47])(=[O:48])[CH2:49][C:50](=[O:51])[O:52][CH2:53][CH:54]1[c:55]2[cH:56][cH:57][cH:58][cH:59][c:60]2-[c:61]2[cH:62][cH:63][cH:64][cH:65][c:66]21.[Cl:67][CH2:68][Cl:69].[NH2:12][N:13]1[C:14](=[O:37])[N:15]([CH2:27][CH2:28][c:29]2[cH:30][cH:31][c:32]([O:35][CH3:36])[cH:33][cH:34]2)[CH:16]([c:18]2[cH:19][cH:20][c:21]([CH:24]3[CH2:25][CH2:26]3)[cH:22][cH:23]2)[CH2:17]1.[c:1]1([CH3:2])[cH:3][cH:4][c:5]([S:6]([OH:7])(=[O:8])=[O:9])[cH:10][cH:11]1>>[NH:12]([N:13]1[C:14](=[O:37])[N:15]([CH2:27][CH2:28][c:29]2[cH:30][cH:31][c:32]([O:35][CH3:36])[cH:33][cH:34]2)[CH:16]([c:18]2[cH:19][cH:20][c:21]([CH:24]3[CH2:25][CH2:26]3)[cH:22][cH:23]2)[CH2:17]1)[S:46](=[O:47])(=[O:48])[CH2:49][C:50](=[O:51])[O:52][CH2:53][CH:54]1[c:55]2[cH:56][cH:57][cH:58][cH:59][c:60]2-[c:61]2[cH:62][cH:63][cH:64][cH:65][c:66]21.